This data is from the Open Reaction Database (ORD), a public repository of structured organic reaction records. The task is: describe an organic reaction: reactants, conditions, products, and yield The reactants are CCCN(CCC)CCCCN(C)Cc1ccc(CN(Cc2nccn2C)Cc2nccn2CC(=O)OCC)cc1, Cl, C1COCCO1. The product is CCCN(CCC)CCCCN(C)Cc1ccc(CN(Cc2nccn2C)Cc2nccn2CC(=O)O)cc1. As a reaction SMILES: [CH2:1]([CH3:2])[O:3][C:4]([CH2:5][n:6]1[c:7]([CH2:11][N:12]([CH2:13][c:14]2[n:15]([CH3:19])[cH:16][cH:17][n:18]2)[CH2:20][c:21]2[cH:22][cH:23][c:24]([CH2:27][N:28]([CH3:29])[CH2:30][CH2:31][CH2:32][CH2:33][N:34]([CH2:35][CH2:36][CH3:37])[CH2:38][CH2:39][CH3:40])[cH:25][cH:26]2)[n:8][cH:9][cH:10]1)=[O:41].[ClH:42].[O:43]1[CH2:44][CH2:45][O:46][CH2:47][CH2:48]1>>[O:3]=[C:4]([CH2:5][n:6]1[c:7]([CH2:11][N:12]([CH2:13][c:14]2[n:15]([CH3:19])[cH:16][cH:17][n:18]2)[CH2:20][c:21]2[cH:22][cH:23][c:24]([CH2:27][N:28]([CH3:29])[CH2:30][CH2:31][CH2:32][CH2:33][N:34]([CH2:35][CH2:36][CH3:37])[CH2:38][CH2:39][CH3:40])[cH:25][cH:26]2)[n:8][cH:9][cH:10]1)[OH:41]. Reported procedure: To a solution of carbon tetrabromide (19.5 g) in methylene chloride (50 ml) was added triphenylphosphine (30.8 g) at 0° C., and the mixture was stirred for 10 min. To the mixture was added a solution of 2-formylmethyl-5-methoxy1,2,3,4-tetrahydronaphthalene (4.09 g; the compound prepared by method described in the specification of the Japanese Patent Application No. 3-130467) in methylene chloride (25 ml) at 0° C. The mixture was stirred for 30 min at 0° C. To the mixture was gradually added n-he... Reaction conditions: time 10 minute. The solvent is C(Cl)Cl (methylene chloride), C(Cl)Cl (methylene chloride). Reactants: compound, CCCCCC (n-hexane), C(Br)(Br)(Br)Br (carbon tetrabromide), C1(=CC=CC=C1)P(C1=CC=CC=C1)C1=CC=CC=C1 (triphenylphosphine), C(=O)CC1CC2=CC=CC(=C2CC1)OC (2-formylmethyl-5-methoxy1,2,3,4-tetrahydronaphthalene). As a reaction SMILES: [C:1]([Br:5])(Br)(Br)[Br:2].C1(P(C2C=CC=CC=2)C2C=CC=CC=2)C=CC=CC=1.[CH:25]([CH2:27][CH:28]1[CH2:37][CH2:36][C:35]2[C:30](=[CH:31][CH:32]=[CH:33][C:34]=2[O:38][CH3:39])[CH2:29]1)=O.CCCCCC>C(Cl)Cl>[Br:2][C:1]([Br:5])=[CH:25][CH2:27][CH:28]1[CH2:37][CH2:36][C:35]2[C:30](=[CH:31][CH:32]=[CH:33][C:34]=2[O:38][CH3:39])[CH2:29]1. Yields the product BrC(=CCC1CC2=CC=CC(=C2CC1)OC)Br (2-(3,3-Dibromo-2-propenyl)-5-methoxy-1,2,3,4-tetrahydronaphthalene).